From a dataset of the Open Reaction Database (ORD), a public repository of structured organic reaction records. describe an organic reaction: reactants, conditions, products, and yield Reactants: CCc1cn(C2CC(F)C(COC(c3ccccc3)(c3ccccc3)c3ccccc3)O2)c(=O)[nH]c1=O, CC(=O)O, O. The product is CCc1cn(C2CC(F)C(CO)O2)c(=O)[nH]c1=O. As a reaction SMILES: [C:1]([c:2]1[cH:3][cH:4][cH:5][cH:6][cH:7]1)([c:8]1[cH:9][cH:10][cH:11][cH:12][cH:13]1)([c:14]1[cH:15][cH:16][cH:17][cH:18][cH:19]1)[O:20][CH2:21][CH:22]1[CH:23]([F:37])[CH2:24][CH:25]([n:27]2[c:28](=[O:29])[nH:30][c:31](=[O:32])[c:33]([CH2:35][CH3:36])[cH:34]2)[O:26]1.[CH3:39][C:40](=[O:41])[OH:42].[OH2:38]>>[OH:20][CH2:21][CH:22]1[CH:23]([F:37])[CH2:24][CH:25]([n:27]2[c:28](=[O:29])[nH:30][c:31](=[O:32])[c:33]([CH2:35][CH3:36])[cH:34]2)[O:26]1. Reactants: c1cc(N2CCNCC2)c2nc[nH]c2c1, c1cc(OCC2CO2)c2cc[nH]c2c1. As a reaction SMILES: [nH:15]1[cH:16][n:17][c:18]2[c:19]1[cH:20][cH:21][cH:22][c:23]2[N:24]1[CH2:25][CH2:26][NH:27][CH2:28][CH2:29]1.[nH:1]1[cH:2][cH:3][c:4]2[c:5]([O:10][CH2:11][CH:12]3[CH2:13][O:14]3)[cH:6][cH:7][cH:8][c:9]12>>[nH:1]1[cH:2][cH:3][c:4]2[c:5]([O:10][CH2:11][CH:12]([CH2:13][N:27]3[CH2:26][CH2:25][N:24]([c:23]4[c:18]5[n:17][cH:16][nH:15][c:19]5[cH:20][cH:21][cH:22]4)[CH2:29][CH2:28]3)[OH:14])[cH:6][cH:7][cH:8][c:9]12. Product: OC(COc1cccc2[nH]ccc12)CN1CCN(c2cccc3[nH]cnc23)CC1. Reactants: Cc1ccccc1CNC(=O)c1cncc(N2CC3CCN(C(=O)OC(C)(C)C)C3C2)n1, ClCCl, O=C(O)C(F)(F)F. The product is Cc1ccccc1CNC(=O)c1cncc(N2CC3CCNC3C2)n1, O=C(O)C(F)(F)F. As a reaction SMILES: [CH3:1][c:2]1[c:3]([CH2:4][NH:5][C:6](=[O:7])[c:8]2[cH:9][n:10][cH:11][c:12]([N:14]3[CH2:15][CH:16]4[N:17]([C:22]([O:23][C:24]([CH3:25])([CH3:26])[CH3:27])=[O:28])[CH2:18][CH2:19][CH:20]4[CH2:21]3)[n:13]2)[cH:29][cH:30][cH:31][cH:32]1.[Cl:40][CH2:41][Cl:42].[F:33][C:34]([C:35](=[O:36])[OH:37])([F:38])[F:39]>>[CH3:1][c:2]1[c:3]([CH2:4][NH:5][C:6](=[O:7])[c:8]2[cH:9][n:10][cH:11][c:12]([N:14]3[CH2:15][CH:16]4[NH:17][CH2:18][CH2:19][CH:20]4[CH2:21]3)[n:13]2)[cH:29][cH:30][cH:31][cH:32]1.[F:33][C:34]([C:35](=[O:36])[OH:37])([F:38])[F:39]. The reactants are [Br-].C1(CCCCC1)[P+](C1=CC=CC=C1)(C1=CC=CC=C1)C1=CC=CC=C1 (cyclohexyl triphenylphosphonium bromide), CC(C)([O-])C.[K+] (potassium t-butoxide), [N+](=O)([O-])C1=C(C=O)C=CC=C1 (o-Nitrobenzaldehyde). The solvent is C1CCOC1 (THF), C1CCOC1 (THF). Conditions: time 30 minute. The product is C1(CCCCC1)=CC1=C(C=CC=C1)[N+](=O)[O-] (1-(cyclohexylidenemethyl)-2-nitrobenzene). As a reaction SMILES: [Br-].[CH:2]1([P+](C2C=CC=CC=2)(C2C=CC=CC=2)C2C=CC=CC=2)[CH2:7][CH2:6][CH2:5][CH2:4][CH2:3]1.CC(C)([O-])C.[K+].[N+:33]([C:36]1[CH:43]=[CH:42][CH:41]=[CH:40][C:37]=1[CH:38]=O)([O-:35])=[O:34]>C1COCC1>[C:2]1(=[CH:38][C:37]2[CH:40]=[CH:41][CH:42]=[CH:43][C:36]=2[N+:33]([O-:35])=[O:34])[CH2:7][CH2:6][CH2:5][CH2:4][CH2:3]1 |f:0.1,2.3|. Reported procedure: To a slurry of cyclohexyl triphenylphosphonium bromide (16.6 g) in THF (100 mL) at 24° C. was added potassium t-butoxide (4.38 g). The mixture was stirred for 30 min. o-Nitrobenzaldehyde (3.93 g) in THF (50 mL) was added dropwise below 30° C. and stirred for 30 min. The mixture was then partitioned between EtOAc and ice water. The EtOAc layer was washed well with water, dried (MgSO4) and concentrated in vacuo. The residue was chromatographed on silica gel with 5% EtOAc/hexanes to give 1-(cyclohe... The reactants are ClC1=CC=C(C=C1)C1=C(N=CC(=N1)C(=O)O)O[C@H](C(F)(F)F)C ((S)-6-(4-chlorophenyl)-5-(1,1,1-trifluoropropan-2-yloxy)pyrazine-2-carboxylic acid), Cl.FC(C1=NOC(=N1)CN)(F)F (C-(3-trifluoromethyl-[1,2,4]oxadiazol-5-yl)-methylamine hydrochloride). The product is ClC1=CC=C(C=C1)C1=C(N=CC(=N1)C(=O)NCC1=NC(=NO1)C(F)(F)F)O[C@H](C(F)(F)F)C ((S)-6-(4-chlorophenyl)-N-((3-(trifluoromethyl)-1,2,4-oxadiazol-5-yl)methyl)-5-(1,1,1-trifluoropropan-2-yloxy)pyrazine-2-carboxamide). As a reaction SMILES: [Cl:1][C:2]1[CH:7]=[CH:6][C:5]([C:8]2[N:13]=[C:12]([C:14](O)=[O:15])[CH:11]=[N:10][C:9]=2[O:17][C@@H:18]([CH3:23])[C:19]([F:22])([F:21])[F:20])=[CH:4][CH:3]=1.Cl.[F:25][C:26]([F:35])([F:34])[C:27]1[N:31]=[C:30]([CH2:32][NH2:33])[O:29][N:28]=1>>[Cl:1][C:2]1[CH:7]=[CH:6][C:5]([C:8]2[N:13]=[C:12]([C:14]([NH:33][CH2:32][C:30]3[O:29][N:28]=[C:27]([C:26]([F:35])([F:34])[F:25])[N:31]=3)=[O:15])[CH:11]=[N:10][C:9]=2[O:17][C@@H:18]([CH3:23])[C:19]([F:22])([F:21])[F:20])=[CH:4][CH:3]=1 |f:1.2|. Procedure: The title compound was synthesized in analogy to Example 1, using (S)-6-(4-chlorophenyl)-5-(1,1,1-trifluoropropan-2-yloxy)pyrazine-2-carboxylic acid (example AG) and C-(3-trifluoromethyl-[1,2,4]oxadiazol-5-yl)-methylamine hydrochloride (CAN 944905-93-5; example AK) as starting materials. MS: 494.0 (M−H)−. The yield is 65.8%. The solvent is CO (methanol). Reaction conditions: time 18 hour. The product is FC1=CC=C(C=C1)C1(N=C(NC1)C1=NC=CN=C1)C1=CC=C(C=C1)F (4,4-bis(4-fluorophenyl)-2-pyrazinyl-2-imidazoline). Procedure: To a solution of 1,1-bis(4-fluorophenyl)-1,2-ethanediamine (500 mg) in methanol (10 mL) was added pyrazineimidic acid methyl ester (385 mg), and the mixture was stirred at room temperature for 18 hrs. After concentrating the reaction mixture, the residue was dissolved in ethyl acetate (50 ml), washed with saturated sodium hydrogen carbonate aqueous solution and saturated sodium chloride aqueous solution in this order, and dried over anhydrous sodium sulfate. Sodium sulfate was removed by filtrat... Starting materials: FC1=CC=C(C=C1)C(CN)(N)C1=CC=C(C=C1)F (1,1-bis(4-fluorophenyl)-1,2-ethanediamine), COC(=N)C1=NC=CN=C1 (pyrazineimidic acid methyl ester). Reaction SMILES: [F:1][C:2]1[CH:7]=[CH:6][C:5]([C:8]([C:12]2[CH:17]=[CH:16][C:15]([F:18])=[CH:14][CH:13]=2)([NH2:11])[CH2:9][NH2:10])=[CH:4][CH:3]=1.CO[C:21]([C:23]1[CH:28]=[N:27][CH:26]=[CH:25][N:24]=1)=N>CO>[F:1][C:2]1[CH:3]=[CH:4][C:5]([C:8]2([C:12]3[CH:13]=[CH:14][C:15]([F:18])=[CH:16][CH:17]=3)[CH2:9][NH:10][C:21]([C:23]3[CH:28]=[N:27][CH:26]=[CH:25][N:24]=3)=[N:11]2)=[CH:6][CH:7]=1.